describe an organic reaction: reactants, conditions, products, and yield From a dataset of the Open Reaction Database (ORD), a public repository of structured organic reaction records. Starting materials: Cl (HCl), C(C)(=O)NC=1C=C(C(=O)N(C)OC)C=C(N1)NC(C)=O (2,6-bis-acetylamino-N-methoxy-N-methyl-isonicotinamide), solution, FC1=CC=C(C=C1)[Mg]Br (4-fluorophenylmagnesium bromide). The solvent is C1CCOC1 (THF), C1CCOC1 (THF). Reaction conditions: temperature 40 celsius, time 2 hour. Yields the product NC1=NC(=CC(=C1)C(=O)C1=CC=C(C=C1)F)N ((2,6-Diamino-pyridin-4-yl)-(4-fluoro-phenyl)-methanone). The yield is 32.0%. Reaction SMILES: C([NH:4][C:5]1[CH:6]=[C:7]([CH:14]=[C:15]([NH:17]C(=O)C)[N:16]=1)[C:8](N(OC)C)=[O:9])(=O)C.[F:21][C:22]1[CH:27]=[CH:26][C:25]([Mg]Br)=[CH:24][CH:23]=1.Cl>C1COCC1>[NH2:17][C:15]1[CH:14]=[C:7]([C:8]([C:25]2[CH:26]=[CH:27][C:22]([F:21])=[CH:23][CH:24]=2)=[O:9])[CH:6]=[C:5]([NH2:4])[N:16]=1. Procedure: To a solution of 0.5 g (1.78 mmol) 2,6-bis-acetylamino-N-methoxy-N-methyl-isonicotinamide in 8 ml THF was added at room temperature 7.14 ml (7.14 mmol) of a 1M solution of 4-fluorophenylmagnesium bromide in THF and stirred for 80 min at room temperature and subsequently for 2 h at 40° C. After cooling to room temperature 0.8 ml 37% HCl was added and the mixture was evaporated to dryness. The residue was taken up in ethyl acetate and 2M Na2CO3. The aqueous phase was extracted with ethyl acetate a... The reactants are CC(CC(=O)O)CC(C)(C)C (3,5,5-trimethylhexanoic acid), CC(CCO)CC(C)(C)C (3,5,5-trimethylhexanol). Yields the product CC(CCOC(CC(CC(C)(C)C)C)=O)CC(C)(C)C (3,5,5-trimethylhexanoic acid-3,5,5-trimethylhexyl ester). As a reaction SMILES: [CH3:1][CH:2]([CH2:7][C:8]([CH3:11])([CH3:10])[CH3:9])[CH2:3][C:4]([OH:6])=[O:5].[CH3:12][CH:13]([CH2:17][C:18]([CH3:21])([CH3:20])[CH3:19])[CH2:14][CH2:15]O>>[CH3:12][CH:13]([CH2:17][C:18]([CH3:21])([CH3:20])[CH3:19])[CH2:14][CH2:15][O:5][C:4](=[O:6])[CH2:3][CH:2]([CH3:1])[CH2:7][C:8]([CH3:10])([CH3:9])[CH3:11]. Procedure: The preparation from 3,5,5-trimethylhexanoic acid and 3,5,5-trimethylhexanol was analogous to Example 3; colorless liquid of medium viscosity; B.P. (1.3 mbar=134°-138° C. The reactants are C(C=C)SC1CC(N1CC(=O)OCOC(C(C)(C)C)=O)=O (pivaloyloxymethyl 2-(4-allylthioazetidin-2-on-1-yl)acetate), solution, C(CCC)[Li] (n-butyllithium), C[Si](N[Si](C)(C)C)(C)C (hexamethyldisilazane). The solvent is O1CCCC1 (tetrahydrofuran), CCCCCC (hexane), O1CCCC1 (tetrahydrofuran). The product is C[Si]([N-][Si](C)(C)C)(C)C.[Li+] (lithium hexamethyldisilazide). As a reaction SMILES: C([Li:5])CCC.[CH3:6][Si:7]([CH3:14])([CH3:13])[NH:8][Si:9]([CH3:12])([CH3:11])[CH3:10].C(SC1N(CC(OCOC(=O)C(C)(C)C)=O)C(=O)C1)C=C>CCCCCC.O1CCCC1>[CH3:6][Si:7]([CH3:14])([CH3:13])[N-:8][Si:9]([CH3:12])([CH3:11])[CH3:10].[Li+:5] |f:5.6|. Procedure: A solution of lithium hexamethyldisilazide was prepared by the addition of 3.53 ml of a 1.6M solution of n-butyllithium in hexane to 1.19 ml of hexamethyldisilazane in 25 ml of dry tetrahydrofuran at -10° with stirring under argon. The solution was cooled to -78° and added by cannula to 1.02 g of pivaloyloxymethyl 2-(4-allylthioazetidin-2-on-1-yl)acetate in 10 ml of dry tetrahydrofuran at -78° with stirring under argon. Starting materials: CC(C)n1c(N2CCNCC2)nc2ccccc21, O=C(NCC(F)(F)F)C1(CCCCBr)c2ccccc2-c2ccccc21. The product is CC(C)n1c(N2CCN(CCCCC3(C(=O)NCC(F)(F)F)c4ccccc4-c4ccccc43)CC2)nc2ccccc21. RXN SMILES: [CH:27]([CH3:28])([CH3:29])[n:30]1[c:31]([N:39]2[CH2:40][CH2:41][NH:42][CH2:43][CH2:44]2)[n:32][c:33]2[c:34]1[cH:35][cH:36][cH:37][cH:38]2.[F:1][C:2]([CH2:3][NH:4][C:5](=[O:6])[C:7]1([CH2:20][CH2:21][CH2:22][CH2:23][Br:24])[c:8]2[cH:9][cH:10][cH:11][cH:12][c:13]2-[c:14]2[cH:15][cH:16][cH:17][cH:18][c:19]21)([F:25])[F:26]>>[F:1][C:2]([CH2:3][NH:4][C:5](=[O:6])[C:7]1([CH2:20][CH2:21][CH2:22][CH2:23][N:42]2[CH2:41][CH2:40][N:39]([c:31]3[n:30]([CH:27]([CH3:28])[CH3:29])[c:34]4[c:33]([n:32]3)[cH:38][cH:37][cH:36][cH:35]4)[CH2:44][CH2:43]2)[c:8]2[cH:9][cH:10][cH:11][cH:12][c:13]2-[c:14]2[cH:15][cH:16][cH:17][cH:18][c:19]21)([F:25])[F:26].